From a dataset of the Open Reaction Database (ORD), a public repository of structured organic reaction records. describe an organic reaction: reactants, conditions, products, and yield Starting materials: [C-]#N, CS(C)=O, ClCc1cc(Cl)c2c(c1)OCO2, [Na+], O. Product: N#CCc1cc(Cl)c2c(c1)OCO2. RXN SMILES: [C-:13]#[N:14].[CH3:17][S:18]([CH3:19])=[O:20].[Cl:1][c:2]1[cH:3][c:4]([CH2:11][Cl:12])[cH:5][c:6]2[c:10]1[O:9][CH2:8][O:7]2.[Na+:15].[OH2:16]>>[Cl:1][c:2]1[cH:3][c:4]([CH2:11][C:13]#[N:14])[cH:5][c:6]2[c:10]1[O:9][CH2:8][O:7]2. Starting materials: COC(=O)c1ccc(N(CC(F)(F)F)CC(F)(F)F)c(OCC2CC2)n1, CCO, [Na+], [OH-]. Yields the product O=C(O)c1ccc(N(CC(F)(F)F)CC(F)(F)F)c(OCC2CC2)n1. RXN SMILES: [CH3:1][O:2][C:3](=[O:4])[c:5]1[n:6][c:7]([O:22][CH2:23][CH:24]2[CH2:25][CH2:26]2)[c:8]([N:11]([CH2:12][C:13]([F:14])([F:15])[F:16])[CH2:17][C:18]([F:19])([F:20])[F:21])[cH:9][cH:10]1.[CH3:29][CH2:30][OH:31].[Na+:28].[OH-:27]>>[O:2]=[C:3]([OH:4])[c:5]1[n:6][c:7]([O:22][CH2:23][CH:24]2[CH2:25][CH2:26]2)[c:8]([N:11]([CH2:12][C:13]([F:14])([F:15])[F:16])[CH2:17][C:18]([F:19])([F:20])[F:21])[cH:9][cH:10]1. The solvent is C(C)OCC (ethyl ether). The reactants are NC1=NN(CC1)C1=CC=CC=C1 (3-Amino-1-phenyl-2-pyrazoline), Cl (hydrochloric acid). Reported procedure: A 2.0 g. amount of 3-amino-1-phenyl-2-pyrazoline (Example 1) is dissolved in 15 ml. of concentrated hydrochloric acid, then is poured into anhydrous ethyl ether to crystallize a product. The product is collected by filtration and recrystallized from acetone-hexane to give 1.50 g. of the desired product as a white solid, m.p. 94°-96° C. Reaction SMILES: [NH2:1][C:2]1[CH2:6][CH2:5][N:4]([C:7]2[CH:12]=[CH:11][CH:10]=[CH:9][CH:8]=2)[N:3]=1.[ClH:13]>C(OCC)C>[ClH:13].[NH2:1][C:2]1[CH2:6][CH2:5][N:4]([C:7]2[CH:8]=[CH:9][CH:10]=[CH:11][CH:12]=2)[N:3]=1 |f:3.4|. Yields the product Cl.NC1=NN(CC1)C1=CC=CC=C1 (3-Amino-1-phenyl-2-pyrazoline hydrochloride). Starting materials: ClC1=C(C(=C(C(=C1)F)N1C(N(C(=CC1=O)C(F)(F)F)C)=O)CC(=C)C)O (1-[4-chloro-6-fluoro-3-hydroxy-2-(2-methyl-2-propenyl)phenyl]-3-methyl-4-trifluoromethyl-1,2,3,6-tetrahydropyrimidine-2,6-dione), ClC1=CC(=CC=C1)C(=O)OO (m-chloroperbenzoic acid). Run in C(Cl)(Cl)Cl (chloroform). Run at time 4.5 hour. Yields the product ClC1=C(C(=C(C(=C1)F)N1C(N(C(=CC1=O)C(F)(F)F)C)=O)CC1(CO1)C)O (1-[4-chloro-6-fluoro-3-hydroxy-2-(2,3-epoxy-2-methylpropyl)phenyl]-3-methyl-4-trifluoromethyl-1,2,3,6-tetrahydropyrimidine-2,6-dione). The yield is 88.4%. As a reaction SMILES: [Cl:1][C:2]1[CH:7]=[C:6]([F:8])[C:5]([N:9]2[C:14](=[O:15])[CH:13]=[C:12]([C:16]([F:19])([F:18])[F:17])[N:11]([CH3:20])[C:10]2=[O:21])=[C:4]([CH2:22][C:23]([CH3:25])=[CH2:24])[C:3]=1[OH:26].ClC1C=CC=C(C(OO)=[O:35])C=1>C(Cl)(Cl)Cl>[Cl:1][C:2]1[CH:7]=[C:6]([F:8])[C:5]([N:9]2[C:14](=[O:15])[CH:13]=[C:12]([C:16]([F:18])([F:19])[F:17])[N:11]([CH3:20])[C:10]2=[O:21])=[C:4]([CH2:22][C:23]2([CH3:25])[O:35][CH2:24]2)[C:3]=1[OH:26]. Reported procedure: First, 50 g of 1-[4-chloro-6-fluoro-3-hydroxy-2-(2-methyl-2-propenyl)phenyl]-3-methyl-4-trifluoromethyl-1,2,3,6-tetrahydropyrimidine-2,6-dione was dissolved in 500 ml of chloroform, to which 30.0 g of m-chloroperbenzoic acid was added, and the reaction was allowed to proceed at 60° C. for 4.5 hours. After completion of the reaction, the reaction mixture was cooled to room temperature and subjected to phase separation with chloroform and aqueous sodium sulfite solution. The organic layer was succ... Reaction SMILES: Cl.[Cl:2][C:3]1[CH:8]=[CH:7][CH:6]=[CH:5][C:4]=1[N:9]1[CH2:14][CH2:13][NH:12][CH2:11][CH2:10]1.[C:15]1([C:23]2[CH:28]=[CH:27][CH:26]=[CH:25][CH:24]=2)[C:16]([CH:21]=O)=[CH:17][CH:18]=[CH:19][CH:20]=1.[BH-](OC(C)=O)(OC(C)=O)OC(C)=O.[Na+].C1(C2C=CC=CC=2)C=CC=CC=1CN1CCN(C2C=CC=CC=2)CC1>>[C:15]1([C:23]2[CH:24]=[CH:25][CH:26]=[CH:27][CH:28]=2)[CH:20]=[CH:19][CH:18]=[CH:17][C:16]=1[CH2:21][N:12]1[CH2:13][CH2:14][N:9]([C:4]2[CH:5]=[CH:6][CH:7]=[CH:8][C:3]=2[Cl:2])[CH2:10][CH2:11]1 |f:0.1,3.4|. Reported procedure: 60 mg of the target compound (0.17 mmol, 20.7%) was obtained using 1-(2-chlorophenyl)piperazine hydrochloride (382 mg, 1.64 mmol), biphenyl-2-carbaldehyde (150 mg, 0.82 mmol) and NaBH(OAc)3 (529 mg, 2.46 mmol) according to the synthesis method of Compound 1. Yields the product C1(=C(C=CC=C1)CN1CCN(CC1)C1=C(C=CC=C1)Cl)C1=CC=CC=C1 (1-(biphenyl-2-ylmethyl)-4-(2-chlorophenyl)piperazine). Reactants: Cl.ClC1=C(C=CC=C1)N1CCNCC1 (1-(2-chlorophenyl)piperazine hydrochloride), C1(=C(C=CC=C1)CN1CCN(CC1)C1=CC=CC=C1)C1=CC=CC=C1 (1-(biphenyl-2-ylmethyl)-4-phenylpiperazine), C=1(C(=CC=CC1)C=O)C1=CC=CC=C1 (biphenyl-2-carbaldehyde), [BH-](OC(=O)C)(OC(=O)C)OC(=O)C.[Na+] (NaBH(OAc)3). Procedure: Combine 6-fluoroindole (108 g, 0.8 mol) and dichloromethane (324 ml). Cool in an ice bath. Add trifluoroacetic acid (308 ml) over a few minutes (exothermic). Add a solution of Z-1-dimethylamino-2-nitroethylene (94.7 g, 0.816 mol) in dichloromethane (600 ml) during 40 minutes while maintaining the temperature at about 0–5° C. After 45 minutes, warm to about 20° C. After 2 hours, pour over 1.2 L ice water and stirring overnight with seeding to give a solid. Collect the solid by filtration, wash fi... Reaction conditions: temperature 20 celsius, time 45 minute. Starting materials: FC1=CC=C2C=CNC2=C1 (6-fluoroindole), ice water, FC(C(=O)O)(F)F (trifluoroacetic acid), CN(\C=C/[N+](=O)[O-])C (Z-1-dimethylamino-2-nitroethylene). As a reaction SMILES: [F:1][C:2]1[CH:10]=[C:9]2[C:5]([CH:6]=[CH:7][NH:8]2)=[CH:4][CH:3]=1.FC(F)(F)C(O)=O.CN(C)/[CH:20]=[CH:21]\[N+:22]([O-:24])=[O:23]>ClCCl>[N+:22]([CH:21]=[CH:20][C:6]1[C:5]2[C:9](=[CH:10][C:2]([F:1])=[CH:3][CH:4]=2)[NH:8][CH:7]=1)([O-:24])=[O:23]. The solvent is ClCCl (dichloromethane), ClCCl (dichloromethane). Yields the product [N+](=O)([O-])C=CC1=CNC2=CC(=CC=C12)F (3-(2-nitrovinyl)-6-fluoroindole). Starting materials: [Cl-].O1C(CCCC1)=C[P+](C1=CC=CC=C1)(C1=CC=CC=C1)C1=CC=CC=C1 ([(tetrahydro-2H-pyran-2-ylidene)methyl] triphenylphosphonium chloride), BrC=1C=C(C=O)C=CC1 (3-bromobenzaldehyde). Run in C=1(C(=CC=CC1)C)C (xylene). Product: BrC=1C=C(C=CC1)C=CC(CCCCCl)=O (1-(3-bromophenyl)-7-chloro-1-hepten-3-one). Reaction SMILES: [Cl-:1].[O:2]1[CH2:7][CH2:6][CH2:5][CH2:4][C:3]1=[CH:8][P+](C1C=CC=CC=1)(C1C=CC=CC=1)C1C=CC=CC=1.[Br:28][C:29]1[CH:30]=[C:31]([CH:34]=[CH:35][CH:36]=1)[CH:32]=O>C1(C)C(C)=CC=CC=1>[Br:28][C:29]1[CH:30]=[C:31]([CH:32]=[CH:8][C:3](=[O:2])[CH2:4][CH2:5][CH2:6][CH2:7][Cl:1])[CH:34]=[CH:35][CH:36]=1 |f:0.1|. Procedure: 2 parts of [(tetrahydro-2H-pyran-2-ylidene)methyl] triphenylphosphonium chloride and 1.85 parts of 3-bromobenzaldehyde were combined in 45 parts of xylene. This was maintained under a nitrogen atmosphere and was refluxed for 3 hours. After the reaction mixture was cooled to room temperature, xylene was removed at a temperature of about 60° C. and under reduced pressure, leaving a product mixture. This mixture was separated chromatographically on a silica column using benzene as the elution solve...